Task: describe an organic reaction: reactants, conditions, products, and yield. Dataset: the Open Reaction Database (ORD), a public repository of structured organic reaction records Reactants: O (water), ClC=1C=C(C=C(C1)Cl)C1(CNCC1)C(F)(F)F (3-(3,5-dichlorophenyl)-3-(trifluoromethyl)pyrrolidine), BrC1=C(C=CC(=C1)F)[N+](=O)[O-] (2-bromo-4-fluoro-1-nitrobenzene), C([O-])([O-])=O.[K+].[K+] (potassium carbonate). Run in CN1C(CCC1)=O (1-methyl-2-pyrrolidinone). Reaction conditions: temperature 100 celsius, time 3 hour. Product: BrC=1C=C(C=CC1[N+](=O)[O-])N1CC(CC1)(C(F)(F)F)C1=CC(=CC(=C1)Cl)Cl (1-(3-bromo-4-nitrophenyl)-3-(3,5-dichlorophenyl)-3-(trifluoromethyl)pyrrolidine). The yield is 70.9%. RXN SMILES: [Cl:1][C:2]1[CH:3]=[C:4]([C:9]2([C:14]([F:17])([F:16])[F:15])[CH2:13][CH2:12][NH:11][CH2:10]2)[CH:5]=[C:6]([Cl:8])[CH:7]=1.[Br:18][C:19]1[CH:24]=[C:23](F)[CH:22]=[CH:21][C:20]=1[N+:26]([O-:28])=[O:27].C(=O)([O-])[O-].[K+].[K+].O>CN1CCCC1=O>[Br:18][C:19]1[CH:24]=[C:23]([N:11]2[CH2:12][CH2:13][C:9]([C:4]3[CH:3]=[C:2]([Cl:1])[CH:7]=[C:6]([Cl:8])[CH:5]=3)([C:14]([F:17])([F:16])[F:15])[CH2:10]2)[CH:22]=[CH:21][C:20]=1[N+:26]([O-:28])=[O:27] |f:2.3.4|. Procedure: To the solution of 3-(3,5-dichlorophenyl)-3-(trifluoromethyl)pyrrolidine (1.3 g) and 2-bromo-4-fluoro-1-nitrobenzene (1.0 g) in 1-methyl-2-pyrrolidinone was added potassium carbonate (1.3 g), and the mixture was heated with stirring at 100° C. for 3 hours. The mixture was cooled to room temperature and then poured into water, which was extracted twice with ethyl acetate. The organic layer was combined, which was then washed with water and dried over anhydrous magnesium sulfate. After the drying ... Reactants: CC(C)(C)NNC(=O)c1ccccn1, Cc1ccccc1, O=C(Cl)c1ccccc1[N+](=O)[O-], [Na+], [OH-], O. The product is CC(C)(C)N(NC(=O)c1ccccn1)C(=O)c1ccccc1[N+](=O)[O-]. As a reaction SMILES: [C:1]([CH3:2])([CH3:3])([CH3:4])[NH:5][NH:6][C:7](=[O:8])[c:9]1[n:10][cH:11][cH:12][cH:13][cH:14]1.[CH3:29][c:30]1[cH:31][cH:32][cH:33][cH:34][cH:35]1.[N+:17](=[O:18])([O-:19])[c:20]1[c:21]([C:22](=[O:23])[Cl:24])[cH:25][cH:26][cH:27][cH:28]1.[Na+:16].[OH-:15].[OH2:36]>>[C:1]([CH3:2])([CH3:3])([CH3:4])[N:5]([NH:6][C:7](=[O:8])[c:9]1[n:10][cH:11][cH:12][cH:13][cH:14]1)[C:22]([c:21]1[c:20]([N+:17](=[O:18])[O-:19])[cH:28][cH:27][cH:26][cH:25]1)=[O:23]. The reactants are FC(C(=O)O)(F)F (trifluoroacetic acid), O=C(CCCOC1=CC=C(C[C@H](NC2=NN=NN2CC2=CC=CC=C2)C(=O)OC(C)(C)C)C=C1)NC=1NCCCN1 ((1,1-dimethyl ethyl) O-[4-oxo-4-[(1,4,5,6-tetrahydro-2-pyrimidinyl)amino]butyl]-N-[1-(phenylmethyl)-1H-tetrazol-5-yl]-L-tyrosinate), C1(=CC=CC=C1)C (toluene). The solvent is ClCCl (dichloromethane). Reaction conditions: time 3 hour. Product: O=C(CCCOC1=CC=C(C[C@H](NC2=NN=NN2CC2=CC=CC=C2)C(=O)O)C=C1)NC=1NCCCN1 (O-[4-oxo-4-[(1,4,5,6-tetrahydro-2-pyrimidinyl)amino]butyl]-N-[1-(phenylmethyl)-1H-tetrazol-5-yl]-L-tyrosine). The yield is 75.7%. As a reaction SMILES: FC(F)(F)C(O)=O.[O:8]=[C:9]([NH:42][C:43]1[NH:44][CH2:45][CH2:46][CH2:47][N:48]=1)[CH2:10][CH2:11][CH2:12][O:13][C:14]1[CH:41]=[CH:40][C:17]([CH2:18][C@@H:19]([C:33]([O:35]C(C)(C)C)=[O:34])[NH:20][C:21]2[N:25]([CH2:26][C:27]3[CH:32]=[CH:31][CH:30]=[CH:29][CH:28]=3)[N:24]=[N:23][N:22]=2)=[CH:16][CH:15]=1.C1(C)C=CC=CC=1>ClCCl>[O:8]=[C:9]([NH:42][C:43]1[NH:44][CH2:45][CH2:46][CH2:47][N:48]=1)[CH2:10][CH2:11][CH2:12][O:13][C:14]1[CH:41]=[CH:40][C:17]([CH2:18][C@@H:19]([C:33]([OH:35])=[O:34])[NH:20][C:21]2[N:25]([CH2:26][C:27]3[CH:32]=[CH:31][CH:30]=[CH:29][CH:28]=3)[N:24]=[N:23][N:22]=2)=[CH:16][CH:15]=1. Procedure details: 2 ml of trifluoroacetic acid is added to 135 mg of ester 5-2 in 5 ml of dichloromethane, followed by agitating for 3 hours at ambient temperature, adding 10 ml of toluene, evaporating under reduced pressure, taking up in dichloromethane and crystallizing by adding an Et2O/pentane mixture. 92 mg of 5-3 is obtained.